From a dataset of the Open Reaction Database (ORD), a public repository of structured organic reaction records. describe an organic reaction: reactants, conditions, products, and yield Starting materials: C(=S)=S (carbon disulfide), C(=S)=S (Carbon disulfide), NCP(OCC)(OCC)=O (diethyl aminomethylphosphonate), [OH-].[K+] (potassium hydroxide), CI (methyl iodide). Solvent: C(C)O (ethanol). Conditions: time 1 hour. The product is C(C)OP(=O)(CNC(SC)=S)OCC (methyl 1-diethoxyphosphinylmethyldithiocarbamate). As a reaction SMILES: [C:1](=[S:3])=[S:2].[NH2:4][CH2:5][P:6](=[O:13])([O:10][CH2:11][CH3:12])[O:7][CH2:8][CH3:9].[OH-].[K+].[CH3:16]I>C(O)C>[CH2:8]([O:7][P:6]([O:10][CH2:11][CH3:12])([CH2:5][NH:4][C:1](=[S:3])[S:2][CH3:16])=[O:13])[CH3:9] |f:2.3|. Reported procedure: Carbon disulfide (0.88 ml, 1.11 g) was added dropwise to a stirred solution of 2.45 g (14.6 mmol) of diethyl aminomethylphosphonate and 0.82 g (14.6 mmol) of potassium hydroxide in 25 ml of ethanol. During addition the temperature of the reaction mixture rose from 26° to 33 °. A second portion of 0.88 ml of carbon disulfide was added and the mixture was stirred at 50° for 1 hour. The mixture was cooled to ambient temperature, 2.08 g (14.6 mmol) of methyl iodide was added dropwise and the resulti...